Dataset: the Open Reaction Database (ORD), a public repository of structured organic reaction records. Task: describe an organic reaction: reactants, conditions, products, and yield Starting materials: CC(C)(C)N1CCOP1Cl, C1CCOC1, Cc1cc(C)c(O)c(C)c1, [H-], [Na+]. Yields the product Cc1cc(C)c(OP2OCCN2C(C)(C)C)c(C)c1. RXN SMILES: [C:13]([CH3:14])([CH3:15])([CH3:16])[N:17]1[P:18]([Cl:22])[O:19][CH2:20][CH2:21]1.[CH2:23]1[O:24][CH2:25][CH2:26][CH2:27]1.[CH3:3][c:4]1[c:5]([OH:12])[c:6]([CH3:11])[cH:7][c:8]([CH3:10])[cH:9]1.[H-:1].[Na+:2]>>[CH3:3][c:4]1[c:5]([O:12][P:18]2[N:17]([C:13]([CH3:14])([CH3:15])[CH3:16])[CH2:21][CH2:20][O:19]2)[c:6]([CH3:11])[cH:7][c:8]([CH3:10])[cH:9]1. Procedure: The title compound was prepared according to the procedures of Example 38E, substituting compound 76 with compound 118 (0.033 g, 0.0779 mmol) and 3-hydroxypyrrolidine with 1-(2′-hydroxyethyl)piperazine. A yellow solid 137 was obtained (0.034 g, 67%). 1H-NMR (CDCl3, 400 MHz) δ 2.65-3.20 (br m, 4H), 3.24 (br m, 2H), 3.42-3.54 (m, 2H), 4.06 (br m, 2H), 4.05-4.18 (br m, 2H), 4.28-4.34 (m, 4H), 6.88 (s, 1H), 6.94 (d, J=8.4 Hz, 1H), 7.02-7.06 (m, 2H), 7.09 (d, J=2.2 Hz, 1H), 7.13 (d, J=8.0 Hz, 1H), 7.... Product: title compound, O1CCOC2=C1C=CC(=C2)SC2=C(C=C(C=C2)C2=CC(=NC=C2)N2CCN(CC2)CCO)C(F)(F)F (2-(4-(4-(4-(2,3-Dihydro-benzo(1,4)dioxin-6-ylsulfanyl)-3-trifluoromethyl-phenyl)-pyridin-2-yl)-piperazin-1-yl)-ethanol). The reactants are OCCN1CCNCC1 (1-(2′-hydroxyethyl)piperazine), O1CCOC2=C1C=CC(=C2)SC2=C(C=C(C=C2)C2=CC=NC=C2)C(F)(F)F (4-(4-(2,3-dihydro-benzo(1,4)dioxin-6-ylsulfanyl)-3-trifluoromethyl-phenyl)-pyridine), OC1CNCC1 (3-hydroxypyrrolidine). RXN SMILES: [O:1]1[C:6]2[CH:7]=[CH:8][C:9]([S:11][C:12]3[CH:17]=[CH:16][C:15]([C:18]4[CH:23]=[CH:22][N:21]=[CH:20][CH:19]=4)=[CH:14][C:13]=3[C:24]([F:27])([F:26])[F:25])=[CH:10][C:5]=2[O:4][CH2:3][CH2:2]1.OC1CCNC1.[OH:34][CH2:35][CH2:36][N:37]1[CH2:42][CH2:41][NH:40][CH2:39][CH2:38]1>>[O:1]1[C:6]2[CH:7]=[CH:8][C:9]([S:11][C:12]3[CH:17]=[CH:16][C:15]([C:18]4[CH:19]=[CH:20][N:21]=[C:22]([N:40]5[CH2:41][CH2:42][N:37]([CH2:36][CH2:35][OH:34])[CH2:38][CH2:39]5)[CH:23]=4)=[CH:14][C:13]=3[C:24]([F:25])([F:26])[F:27])=[CH:10][C:5]=2[O:4][CH2:3][CH2:2]1. Product: Cc1ccc([N+](=O)[O-])cc1-c1ccccc1. RXN SMILES: [Br:1][c:2]1[c:3]([CH3:11])[cH:4][cH:5][c:6]([N+:8](=[O:9])[O-:10])[cH:7]1.[ClH:22].[O:100]=[CH:101][N:102]([CH3:103])[CH3:104].[c:12]1([O:18][B:19]([OH:20])[OH:21])[cH:13][cH:14][cH:15][cH:16][cH:17]1.[cH:23]1[cH:24][cH:25][c:26]([P:27]([Pd:28]([P:29]([c:30]2[cH:31][cH:32][cH:33][cH:34][cH:35]2)([c:36]2[cH:37][cH:38][cH:39][cH:40][cH:41]2)[c:42]2[cH:43][cH:44][cH:45][cH:46][cH:47]2)([P:48]([c:49]2[cH:50][cH:51][cH:52][cH:53][cH:54]2)([c:55]2[cH:56][cH:57][cH:58][cH:59][cH:60]2)[c:61]2[cH:62][cH:63][cH:64][cH:65][cH:66]2)[P:67]([c:68]2[cH:69][cH:70][cH:71][cH:72][cH:73]2)([c:74]2[cH:75][cH:76][cH:77][cH:78][cH:79]2)[c:80]2[cH:81][cH:82][cH:83][cH:84][cH:85]2)([c:86]2[cH:87][cH:88][cH:89][cH:90][cH:91]2)[c:92]2[cH:93][cH:94][cH:95][cH:96][cH:97]2)[cH:98][cH:99]1>>[c:2]1(-[c:12]2[cH:13][cH:14][cH:15][cH:16][cH:17]2)[c:3]([CH3:11])[cH:4][cH:5][c:6]([N+:8](=[O:9])[O-:10])[cH:7]1. Reactants: Cc1ccc([N+](=O)[O-])cc1Br, Cl, CN(C)C=O, OB(O)Oc1ccccc1, c1ccc(P(c2ccccc2)(c2ccccc2)[Pd](P(c2ccccc2)(c2ccccc2)c2ccccc2)(P(c2ccccc2)(c2ccccc2)c2ccccc2)P(c2ccccc2)(c2ccccc2)c2ccccc2)cc1. Reactants: CCN(CC)c1ccc(C(=O)CBr)cc1, CO, Nc1nc2ccccc2[nH]1. Yields the product CCN(CC)c1ccc(C(=O)Cn2c(N)nc3ccccc32)cc1. RXN SMILES: [Br:11][CH2:12][C:13](=[O:14])[c:15]1[cH:16][cH:17][c:18]([N:21]([CH2:22][CH3:23])[CH2:24][CH3:25])[cH:19][cH:20]1.[CH3:26][OH:27].[NH2:1][c:2]1[n:3][c:4]2[cH:5][cH:6][cH:7][cH:8][c:9]2[nH:10]1>>[NH2:1][c:2]1[n:3][c:4]2[cH:5][cH:6][cH:7][cH:8][c:9]2[n:10]1[CH2:12][C:13](=[O:14])[c:15]1[cH:16][cH:17][c:18]([N:21]([CH2:22][CH3:23])[CH2:24][CH3:25])[cH:19][cH:20]1. Starting materials: C=1OC=CC=2C1C=CC2 (5-benzofuran), C(C1=CC=CC=C1)(=O)NC1=C(C(=O)OC(C)(C)C)C=CC(=C1)C=C (tert-butyl 2-(benzamido)-4-vinylbenzoate), bis(acetato)triphenylphosphine palladium(II), C(CC(O)(C(=O)O)CC(=O)O)(=O)O (citric acid), bis(acetato)triphenylphosphine palladium(II), C([O-])([O-])=O.[Cs+].[Cs+] (cesium carbonate), polymer, polymer. The reagents and catalysts are [Br-].C(CCC)[N+](CCCC)(CCCC)CCCC (tetrabutylammonium bromide). The solvent is C1(=CC=CC=C1)C (toluene), C(C)(=O)OCC (ethyl acetate). Run at temperature 110 celsius, time 24 hour. Product: C(C1=CC=CC=C1)(=O)NC1=C(C(=O)O)C=CC(=C1)\C=C\C=1C=CC2=C(C=CO2)C1 (2-(benzamido)-4-((E)-2-(benzofuran-5-yl)vinyl)benzoic acid). Yield: 4.0%. RXN SMILES: [CH:1]1[O:2][CH:3]=[CH:4][C:5]2[C:6]=1[CH:7]=[CH:8][CH:9]=2.C(=O)([O-])[O-].[Cs+].[Cs+].[C:16]([NH:24][C:25]1[CH:37]=[C:36]([CH:38]=[CH2:39])[CH:35]=[CH:34][C:26]=1[C:27]([O:29]C(C)(C)C)=[O:28])(=[O:23])[C:17]1[CH:22]=[CH:21][CH:20]=[CH:19][CH:18]=1.C(O)(=O)CC(CC(O)=O)(C(O)=O)O>[Br-].C([N+](CCCC)(CCCC)CCCC)CCC.C(OCC)(=O)C.C1(C)C=CC=CC=1>[C:16]([NH:24][C:25]1[CH:37]=[C:36](/[CH:38]=[CH:39]/[C:9]2[CH:5]=[CH:4][C:3]3[O:2][CH:1]=[CH:6][C:7]=3[CH:8]=2)[CH:35]=[CH:34][C:26]=1[C:27]([OH:29])=[O:28])(=[O:23])[C:17]1[CH:18]=[CH:19][CH:20]=[CH:21][CH:22]=1 |f:1.2.3,6.7|. Procedure: 61 mg of 5-benzofuran, 0.10 g of cesium carbonate, 15 mg of tetrabutylammonium bromide and 21 mg of polymer supported bis(acetato)triphenylphosphine palladium(II) were added to 1.0 mL of toluene solution containing 50 mg of tert-butyl 2-(benzamido)-4-vinylbenzoate at room temperature and stirred at 110° C. for 24 hours. After the reaction mixture was cooled to room temperature, 24 mg of polymer supported bis(acetato)triphenylphosphine palladium(II) was added and stirred at 110° C. for 24 hours. ... Starting materials: Cc1cc(CC(=O)O)cnc1-c1cc[n+]([O-])c(C)c1, C(=NC1CCCCC1)=NC1CCCCC1, CN(C)c1ccncc1, CN(C)C=O, Nc1ccc(-c2cnccn2)cn1. Product: Cc1cc(CC(=O)Nc2ccc(-c3cnccn3)cn2)cnc1-c1cc[n+]([O-])c(C)c1. Reaction SMILES: [C:1](=[O:2])([OH:3])[CH2:4][c:5]1[cH:6][c:7]([CH3:19])[c:8](-[c:11]2[cH:12][c:13]([CH3:18])[n+:14]([O-:17])[cH:15][cH:16]2)[n:9][cH:10]1.[CH2:33]1[CH2:34][CH2:35][CH:36]([N:37]=[C:38]=[N:39][CH:40]2[CH2:41][CH2:42][CH2:43][CH2:44][CH2:45]2)[CH2:46][CH2:47]1.[CH3:48][N:49]([CH3:50])[c:51]1[cH:52][cH:53][n:54][cH:55][cH:56]1.[O:57]=[CH:58][N:59]([CH3:60])[CH3:61].[n:20]1[c:21](-[c:26]2[cH:27][cH:28][c:29]([NH2:32])[n:30][cH:31]2)[cH:22][n:23][cH:24][cH:25]1>>[C:1](=[O:3])([CH2:4][c:5]1[cH:6][c:7]([CH3:19])[c:8](-[c:11]2[cH:12][c:13]([CH3:18])[n+:14]([O-:17])[cH:15][cH:16]2)[n:9][cH:10]1)[NH:32][c:29]1[cH:28][cH:27][c:26](-[c:21]2[n:20][cH:25][cH:24][n:23][cH:22]2)[cH:31][n:30]1.